This data is from the Open Reaction Database (ORD), a public repository of structured organic reaction records. The task is: describe an organic reaction: reactants, conditions, products, and yield The reactants are CCOCC, O=C1OC(=O)C2CCCCC12, CC(C)(C)c1cc(-c2ccc(N)cc2)cc(C(C)(C)C)c1O. Yields the product CC(C)(C)c1cc(-c2ccc(NC(=O)C3CCCCC3C(=O)O)cc2)cc(C(C)(C)C)c1O. Reaction SMILES: [CH3:34][CH2:35][O:36][CH2:37][CH3:38].[CH:23]12[CH:24]([CH2:25][CH2:26][CH2:27][CH2:28]1)[C:29](=[O:30])[O:31][C:32]2=[O:33].[NH2:1][c:2]1[cH:3][cH:4][c:5](-[c:8]2[cH:9][c:10]([C:19]([CH3:20])([CH3:21])[CH3:22])[c:11]([OH:18])[c:12]([C:14]([CH3:15])([CH3:16])[CH3:17])[cH:13]2)[cH:6][cH:7]1>>[NH:1]([c:2]1[cH:3][cH:4][c:5](-[c:8]2[cH:9][c:10]([C:19]([CH3:20])([CH3:21])[CH3:22])[c:11]([OH:18])[c:12]([C:14]([CH3:15])([CH3:16])[CH3:17])[cH:13]2)[cH:6][cH:7]1)[C:32]([CH:23]1[CH:24]([C:29](=[O:30])[OH:31])[CH2:25][CH2:26][CH2:27][CH2:28]1)=[O:33]. Reactants: CC(Cl)c1cccnc1, OC1CN(C2=NCCS2)C1. Reagents/catalysts: O=C([O-])[O-].[Cs+].[Cs+] (cesium carbonate), [I-].[K+] (potassium iodide). The solvent is CN(C)C=O (DMF), CN(C)C=O (dmf), CN(C)C=O (DMF). Reaction conditions: temperature 70 celsius, time 16 hour. Yields the product CC(OC1CN(C2=NCCS2)C1)c1cccnc1. Reactants: O.[OH-].[Li+] (lithium hydroxide monohydrate), ONC(=N)C1=CC=C(C=C1)N1C(CN(CC1)C1CCN(CC1)CC(=O)OCC)=O (Ethyl 4-[4-(4-hydroxyamidinophenyl)-3-oxo-1-piperazinyl]-1-piperidineacetate), [Cl-].[NH4+] (ammonium chloride). The solvent is O (water). Conditions: time 30 minute. Yields the product ONC(=N)C1=CC=C(C=C1)N1C(CN(CC1)C1CCN(CC1)CC(=O)O)=O (4-[4-(4-hydroxyamidinophenyl)-3-oxo-1-piperazinyl]-1-piperidineacetic acid). Yield: 90.0%. Reaction SMILES: [OH:1][NH:2][C:3]([C:5]1[CH:10]=[CH:9][C:8]([N:11]2[CH2:16][CH2:15][N:14]([CH:17]3[CH2:22][CH2:21][N:20]([CH2:23][C:24]([O:26]CC)=[O:25])[CH2:19][CH2:18]3)[CH2:13][C:12]2=[O:29])=[CH:7][CH:6]=1)=[NH:4].O.[OH-].[Li+].[Cl-].[NH4+]>O>[OH:1][NH:2][C:3]([C:5]1[CH:6]=[CH:7][C:8]([N:11]2[CH2:16][CH2:15][N:14]([CH:17]3[CH2:22][CH2:21][N:20]([CH2:23][C:24]([OH:26])=[O:25])[CH2:19][CH2:18]3)[CH2:13][C:12]2=[O:29])=[CH:9][CH:10]=1)=[NH:4] |f:1.2.3,4.5|. Procedure: Ethyl 4-[4-(4-hydroxyamidinophenyl)-3-oxo-1-piperazinyl]-1-piperidineacetate (0.8 g) was dissolved in 8 ml of water, and 0.21 g of lithium hydroxide monohydrate was added with ice-cooling. The mixture was stirred for 30 minutes with ice-cooling, an aqueous saturated ammonium chloride solution was added, and the mixture was concentrated. The crystals formed were collected by filtration to give 0.67 g of 4-[4-(4-hydroxyamidinophenyl)-3-oxo-1-piperazinyl]-1-piperidineacetic acid. Reactants: 3h, [Li]CCCC (n-BuLi), BrC1=CN(C=2N=CN=C(C21)Cl)C(C)C (5-Bromo-4-chloro-7-isopropyl-7H-pyrrolo[2,3-d]pyrimidine), C(C1=CC=CC=C1)(C1=CC=CC=C1)=NC=1C=C(C(=O)N(C)OC)C=C(N1)OC (2-(Benzhydrylidene-amino)-6,N-dimethoxy-N-methyl-isonicotinamide). RXN SMILES: [Li]CCCC.Br[C:7]1[C:15]2[C:14]([Cl:16])=[N:13][CH:12]=[N:11][C:10]=2[N:9]([CH:17]([CH3:19])[CH3:18])[CH:8]=1.[C:20](=[N:33][C:34]1[CH:35]=[C:36]([CH:43]=[C:44]([O:46][CH3:47])[N:45]=1)[C:37](N(OC)C)=[O:38])([C:27]1[CH:32]=[CH:31][CH:30]=[CH:29][CH:28]=1)[C:21]1[CH:26]=[CH:25][CH:24]=[CH:23][CH:22]=1>CCOCC>[C:20](=[N:33][C:34]1[CH:35]=[C:36]([C:37]([C:7]2[C:15]3[C:14]([Cl:16])=[N:13][CH:12]=[N:11][C:10]=3[N:9]([CH:17]([CH3:19])[CH3:18])[CH:8]=2)=[O:38])[CH:43]=[C:44]([O:46][CH3:47])[N:45]=1)([C:27]1[CH:28]=[CH:29][CH:30]=[CH:31][CH:32]=1)[C:21]1[CH:26]=[CH:25][CH:24]=[CH:23][CH:22]=1. Reaction conditions: time 1 hour. The solvent is CCOCC (Et2O). Isolated yield 0.1%. The product is C(C1=CC=CC=C1)(C1=CC=CC=C1)=NC1=NC(=CC(=C1)C(=O)C1=CN(C=2N=CN=C(C21)Cl)C(C)C)OC ([2-(Benzhydrylidene-amino)-6-methoxy-pyridin-4-yl]-(4-chloro-7-isopropyl-7H-pyrrolo[2,3-d]pyrimidin-5-yl)-methanone). Procedure details: n-BuLi (9.40 mL, 2.5 M in Hexane, 23.3 mmol) was added dropwise to a solution of 5-Bromo-4-chloro-7-isopropyl-7H-pyrrolo[2,3-d]pyrimidine (6.25 g, 22.2 mmol) in Et2O (190 mL) at −78° C. and stirred for 1 h. 2-(Benzhydrylidene-amino)-6,N-dimethoxy-N-methyl-isonicotinamide (10.0 g, 26.6 mmol) was added to the reaction mixture slowly and stirred for 3h, warmed to room temperature, and quenched with saturated aqueous NH4Cl (200 mL). The aqueous layer was extracted with EtOAc (3×200 mL) and the combi... The reactants are CC(C)c1cc(Oc2ccc(Cl)cc2)nc(C(C)C)c1[N+](=O)[O-], C1CCOC1. The product is CC(C)c1cc(Oc2ccc(Cl)cc2)nc(C(C)C)c1N. As a reaction SMILES: [CH:1]([CH3:2])([CH3:3])[c:4]1[n:5][c:6]([O:16][c:17]2[cH:18][cH:19][c:20]([Cl:23])[cH:21][cH:22]2)[cH:7][c:8]([CH:13]([CH3:14])[CH3:15])[c:9]1[N+:10]([O-:11])=[O:12].[O:24]1[CH2:25][CH2:26][CH2:27][CH2:28]1>>[CH:1]([CH3:2])([CH3:3])[c:4]1[n:5][c:6]([O:16][c:17]2[cH:18][cH:19][c:20]([Cl:23])[cH:21][cH:22]2)[cH:7][c:8]([CH:13]([CH3:14])[CH3:15])[c:9]1[NH2:10]. Starting materials: 5-L, C(C)OC(COC(C1=CC=CC=C1)=O)OCC (2-(benzoyloxy)acetaldehyde diethyl acetal), SCCO (2-mercaptoethanol), O.C1(=CC=C(C=C1)S(=O)(=O)O)C (para-toluenesulfonic acid monohydrate). The solvent is C1(=CC=CC=C1)C (toluene). Product: C(C1=CC=CC=C1)(=O)OCC1OCCS1 ((+/−)-2-(benzoyloxymethyl)-1,3-oxathiolane). The yield is 91.0%. Reaction SMILES: [CH2:1]([O:3][CH:4](OCC)[CH2:5][O:6][C:7](=[O:14])[C:8]1[CH:13]=[CH:12][CH:11]=[CH:10][CH:9]=1)[CH3:2].[SH:18]CCO.O.C1(C)C=CC(S(O)(=O)=O)=CC=1>C1(C)C=CC=CC=1>[C:7]([O:6][CH2:5][CH:4]1[S:18][CH2:2][CH2:1][O:3]1)(=[O:14])[C:8]1[CH:13]=[CH:12][CH:11]=[CH:10][CH:9]=1 |f:2.3|. Procedure: To a 5-L, three-necked, round-bottomed flask fitted with a mechanical stirrer, a Dean-Stark apparatus, and a glass stopper is added 2-(benzoyloxy)acetaldehyde diethyl acetal (0.469 mol, 111.85 g, 1.0 equiv.), 2-mercaptoethanol (0.516 mol, 40.34 g, 1.1 equiv.), para-toluenesulfonic acid monohydrate (0.047 mol, 8.92 g, 0.1 equiv.) and toluene (3.5 L). The reaction was heated to reflux and stirred while monitoring progress by TLC. When determined to be complete, the reaction was allowed to cool to ... Procedure: To a suspension of trifluoromethanesulfonic acid 3-chloro-4-(3,3,3-trifluoro-2-hydroxy-2-isoquinolin-5-yl-1-methyl-propyl)-phenyl ester (86 mg), 3-fluoro-4-methoxycarbonylphenyl-boronic acid (50 mg) and dichloro[1,1′-bis(diphenylphosphino)ferrocene]dichloromethane adduct (7 mg) in dioxane (0.5 ml) under argon were added water (0.4 ml) and a 2 M aqueous sodium carbonate solution (0.25 ml). The mixture was stirred at 80° C. for 5 h. The mixture was filtered and to the filtrate was added water. The... Conditions: temperature 80 celsius, time 5 hour. The solvent is O1CCOCC1 (dioxane). The reactants are O (water), ClC=1C=C(C=CC1C(C(C(F)(F)F)(C1=C2C=CN=CC2=CC=C1)O)C)OS(=O)(=O)C(F)(F)F (trifluoromethanesulfonic acid 3-chloro-4-(3,3,3-trifluoro-2-hydroxy-2-isoquinolin-5-yl-1-methyl-propyl)-phenyl ester), FC=1C=C(C=CC1C(=O)OC)B(O)O (3-fluoro-4-methoxycarbonylphenyl-boronic acid), dichloro[1,1′-bis(diphenylphosphino)ferrocene]dichloromethane, C([O-])([O-])=O.[Na+].[Na+] (sodium carbonate). Yields the product COC(=O)C1=C(C=C(C=C1)C1=CC(=C(C=C1)C(C(C(F)(F)F)(C1=C2C=CN=CC2=CC=C1)O)C)Cl)F (3′-Chloro-3-fluoro-4′-(3,3,3-trifluoro-2-hydroxy-2-isoquinolin-5-yl-1-methyl-propyl)-biphenyl-4-carboxylic acid methyl ester). Reaction SMILES: [Cl:1][C:2]1[CH:3]=[C:4](OS(C(F)(F)F)(=O)=O)[CH:5]=[CH:6][C:7]=1[CH:8]([CH3:25])[C:9]([OH:24])([C:14]1[CH:23]=[CH:22][CH:21]=[C:20]2[C:15]=1[CH:16]=[CH:17][N:18]=[CH:19]2)[C:10]([F:13])([F:12])[F:11].[F:34][C:35]1[CH:36]=[C:37](B(O)O)[CH:38]=[CH:39][C:40]=1[C:41]([O:43][CH3:44])=[O:42].O.C(=O)([O-])[O-].[Na+].[Na+]>O1CCOCC1>[CH3:44][O:43][C:41]([C:40]1[CH:39]=[CH:38][C:37]([C:4]2[CH:5]=[CH:6][C:7]([CH:8]([CH3:25])[C:9]([OH:24])([C:14]3[CH:23]=[CH:22][CH:21]=[C:16]4[C:15]=3[CH:20]=[CH:19][N:18]=[CH:17]4)[C:10]([F:12])([F:13])[F:11])=[C:2]([Cl:1])[CH:3]=2)=[CH:36][C:35]=1[F:34])=[O:42] |f:3.4.5|. Yield: 13.8%.